Dataset: the Open Reaction Database (ORD), a public repository of structured organic reaction records. Task: describe an organic reaction: reactants, conditions, products, and yield The reactants are C(C)(=O)OCC (ethyl acetate), CC(=O)C (acetone), Cl.CC1=C(C=CC=C1)C(=CCOCCCN1C[C@@H](CCC1)C(=O)O)C1=C(C=CC=C1)C ((R)-N-(3-(3,3-Bis(2-Methylphenyl)-2-propen-1-yloxy)-1-propyl)-3-piperidinecarboxylic acid hydrochloride). The reagents and catalysts are [Pd] (palladium on carbon). Solvent: CO (methanol). The product is Cl.CC1=C(C=CC=C1)C(CCOCCCN1C[C@@H](CCC1)C(=O)O)C1=C(C=CC=C1)C ((R)-N-(3-(3,3-Bis(2-Methylphenyl)-1-propyloxy)-1-propyl)-3-piperidinecarboxylic acid hydrochloride). Isolated yield 26.4%. Reaction SMILES: [ClH:1].[CH3:2][C:3]1[CH:8]=[CH:7][CH:6]=[CH:5][C:4]=1[C:9]([C:25]1[CH:30]=[CH:29][CH:28]=[CH:27][C:26]=1[CH3:31])=[CH:10][CH2:11][O:12][CH2:13][CH2:14][CH2:15][N:16]1[CH2:21][CH2:20][CH2:19][C@@H:18]([C:22]([OH:24])=[O:23])[CH2:17]1.C(OCC)(=O)C.CC(C)=O>CO.[Pd]>[ClH:1].[CH3:31][C:26]1[CH:27]=[CH:28][CH:29]=[CH:30][C:25]=1[CH:9]([C:4]1[CH:5]=[CH:6][CH:7]=[CH:8][C:3]=1[CH3:2])[CH2:10][CH2:11][O:12][CH2:13][CH2:14][CH2:15][N:16]1[CH2:21][CH2:20][CH2:19][C@@H:18]([C:22]([OH:24])=[O:23])[CH2:17]1 |f:0.1,6.7|. Procedure: The acid prepared in Example 34 (0.75 g, 1.7 mmol) was dissolved in methanol (25 ml) and stirred under an atmosphere of hydrogen for 1 h at room temperature in the presence of 10% palladium on carbon catalyst (35% aqueous paste) and then filtered. The filtrate was evaporated to dryness leaving a residue which was treated with a mixture of ethyl acetate and acetone and filtered to give a solid which was recrystallised from toluene to give 0.20 g (26%) of the title compound as a solid.